Task: describe an organic reaction: reactants, conditions, products, and yield. Dataset: the Open Reaction Database (ORD), a public repository of structured organic reaction records Reactants: N1(CCOCC1)C=1C(CCCC1)=O (2-(morpholin-4-yl)-2-cyclohexen-1-one), C(C)(C)C1=C(N)C(=CC=C1)C(C)C (2,6-diisopropylaniline), O.C1(=CC=C(C=C1)S(=O)(=O)O)C (p-toluenesulfonic acid monohydrate). Run in C1(=CC=CC=C1)C (toluene), C1(=CC=CC=C1)C (toluene). Conditions: temperature 80 celsius. Product: C(C)(C)C1=C(C(=CC=C1)C(C)C)NC=1C(CCCC1)=O (2-(2,6-diisopropylphenylamino)cyclohex-2-enone). The yield is 96.2%. Reaction SMILES: N1([C:7]2[C:8](=[O:13])[CH2:9][CH2:10][CH2:11][CH:12]=2)CCOCC1.[CH:14]([C:17]1[CH:23]=[CH:22][CH:21]=[C:20]([CH:24]([CH3:26])[CH3:25])[C:18]=1[NH2:19])([CH3:16])[CH3:15].O.C1(C)C=CC(S(O)(=O)=O)=CC=1>C1(C)C=CC=CC=1>[CH:24]([C:20]1[CH:21]=[CH:22][CH:23]=[C:17]([CH:14]([CH3:16])[CH3:15])[C:18]=1[NH:19][C:7]1[C:8](=[O:13])[CH2:9][CH2:10][CH2:11][CH:12]=1)([CH3:26])[CH3:25] |f:2.3|. Procedure: A 250-mL three-necked round-bottomed flask equipped with a condenser, gas inlet and septas is placed under N2 atmosphere. The flask is charged with 2-(morpholin-4-yl)-2-cyclohexen-1-one (7.0046 g, 38.65 mmol; Preparation 2), toluene (74.0 mL) and 2,6-diisopropylaniline (6.8521 g, 38.65 mmol). To the yellow solution is added p-toluenesulfonic acid monohydrate (7.3520 g, 38.65 mmol; p-TsOH.H2O). The reaction mixture became very thick with a lot of precipitate. The mixture is heated to 80° C. (oil ... The reactants are [OH-].[Na+] (NaOH), C(C1=CC=CC=C1)N1C[C@H](CC1)OC(CCC)=O ((S)-N-benzyl-3-butyryloxypyrrolidine). Product: C(C1=CC=CC=C1)N1C[C@H](CC1)O ((S)-N-benzyl-3-hydroxypyrrolidine). RXN SMILES: [OH-].[Na+].[CH2:3]([N:10]1[CH2:14][CH2:13][C@H:12]([O:15]C(=O)CCC)[CH2:11]1)[C:4]1[CH:9]=[CH:8][CH:7]=[CH:6][CH:5]=1>>[CH2:3]([N:10]1[CH2:14][CH2:13][C@H:12]([OH:15])[CH2:11]1)[C:4]1[CH:5]=[CH:6][CH:7]=[CH:8][CH:9]=1 |f:0.1|. Reported procedure: Next, 50 ml of 1 N-NaOH was added to the (S)-N-benzyl-3-butyryloxypyrrolidine obtained above, and hydrolysis was performed while the mixture was heated. The reaction mixture was then extracted three times with 50 ml portions of methylene chloride, and the solvent was removed under reduced pressure to yield 3.31 g of (S)-N-benzyl-3-hydroxypyrrolidine. This crude product was vacuum-distilled at 111° C./2 mm Hg to yield 3.00 g of a colorless oily product. The NMR and IR spectra of this product coin...